Dataset: the Open Reaction Database (ORD), a public repository of structured organic reaction records. Task: describe an organic reaction: reactants, conditions, products, and yield Reactants: Nc1ncnn2c(C3CCNC3)cc(-c3ccc4cn(Cc5ccccc5)nc4c3)c12, CN1CCN(C(=O)Cl)CC1, ClCCl. Product: CN1CCN(C(=O)N2CCC(c3cc(-c4ccc5cn(Cc6ccccc6)nc5c4)c4c(N)ncnn34)C2)CC1. Reaction SMILES: [CH2:1]([c:2]1[cH:3][cH:4][cH:5][cH:6][cH:7]1)[n:8]1[n:9][c:10]2[cH:11][c:12](-[c:17]3[cH:18][c:19]([CH:27]4[CH2:28][NH:29][CH2:30][CH2:31]4)[n:20]4[n:21][cH:22][n:23][c:24]([NH2:26])[c:25]34)[cH:13][cH:14][c:15]2[cH:16]1.[CH3:32][N:33]1[CH2:34][CH2:35][N:36]([C:39](=[O:40])[Cl:41])[CH2:37][CH2:38]1.[Cl:42][CH2:43][Cl:44]>>[CH2:1]([c:2]1[cH:3][cH:4][cH:5][cH:6][cH:7]1)[n:8]1[n:9][c:10]2[cH:11][c:12](-[c:17]3[cH:18][c:19]([CH:27]4[CH2:28][N:29]([C:39]([N:36]5[CH2:35][CH2:34][N:33]([CH3:32])[CH2:38][CH2:37]5)=[O:40])[CH2:30][CH2:31]4)[n:20]4[n:21][cH:22][n:23][c:24]([NH2:26])[c:25]34)[cH:13][cH:14][c:15]2[cH:16]1. The reactants are CSc1nc(Cl)c(C=O)c(Nc2ccccc2)n1, [K+], [K+], O=C([O-])[O-], C1COCCO1, O, OB(O)c1ccccc1, [Pd], c1ccc(P(c2ccccc2)c2ccccc2)cc1, c1ccc(P(c2ccccc2)c2ccccc2)cc1, c1ccc(P(c2ccccc2)c2ccccc2)cc1, c1ccc(P(c2ccccc2)c2ccccc2)cc1. Product: CSc1nc(Nc2ccccc2)c(C=O)c(-c2ccccc2)n1. RXN SMILES: [Cl:1][c:2]1[n:3][c:4]([S:17][CH3:18])[n:5][c:6]([NH:10][c:11]2[cH:12][cH:13][cH:14][cH:15][cH:16]2)[c:7]1[CH:8]=[O:9].[K+:19].[K+:20].[O-:21][C:22]([O-:23])=[O:24].[O:34]1[CH2:35][CH2:36][O:37][CH2:38][CH2:39]1.[OH2:40].[OH:25][B:26]([OH:27])[c:28]1[cH:29][cH:30][cH:31][cH:32][cH:33]1.[Pd:41].[c:42]1([P:43]([c:44]2[cH:45][cH:46][cH:47][cH:48][cH:49]2)[c:50]2[cH:51][cH:52][cH:53][cH:54][cH:55]2)[cH:56][cH:57][cH:58][cH:59][cH:60]1.[c:61]1([P:62]([c:63]2[cH:64][cH:65][cH:66][cH:67][cH:68]2)[c:69]2[cH:70][cH:71][cH:72][cH:73][cH:74]2)[cH:75][cH:76][cH:77][cH:78][cH:79]1.[c:80]1([P:81]([c:82]2[cH:83][cH:84][cH:85][cH:86][cH:87]2)[c:88]2[cH:89][cH:90][cH:91][cH:92][cH:93]2)[cH:94][cH:95][cH:96][cH:97][cH:98]1.[c:99]1([P:100]([c:101]2[cH:102][cH:103][cH:104][cH:105][cH:106]2)[c:107]2[cH:108][cH:109][cH:110][cH:111][cH:112]2)[cH:113][cH:114][cH:115][cH:116][cH:117]1>>[c:2]1(-[c:28]2[cH:29][cH:30][cH:31][cH:32][cH:33]2)[n:3][c:4]([S:17][CH3:18])[n:5][c:6]([NH:10][c:11]2[cH:12][cH:13][cH:14][cH:15][cH:16]2)[c:7]1[CH:8]=[O:9]. Reactants: BrC1=NC=2N(C(N(C(C2N1CC1=CC=C(C=C1)F)=O)CCCOC1OCCCC1)=O)C (8-bromo-7-(4-fluorobenzyl)-3-methyl-1-(3-(tetrahydro-2H-pyran-2-yloxy)propyl)-1H-purine-2,6(3H,7H)-dione), Cl (HCl). Run in C(C)O (ethanol). Run at time 1 hour. Yields the product BrC1=NC=2N(C(N(C(C2N1CC1=CC=C(C=C1)F)=O)CCCO)=O)C (8-bromo-7-(4-fluorobenzyl)-1-(3-hydroxypropyl)-3-methyl-1H-purine-2,6(3H,7H)-dione). Yield: 83.8%. RXN SMILES: [Br:1][C:2]1[N:10]([CH2:11][C:12]2[CH:17]=[CH:16][C:15]([F:18])=[CH:14][CH:13]=2)[C:9]2[C:8](=[O:19])[N:7]([CH2:20][CH2:21][CH2:22][O:23]C3CCCCO3)[C:6](=[O:30])[N:5]([CH3:31])[C:4]=2[N:3]=1.Cl>C(O)C>[Br:1][C:2]1[N:10]([CH2:11][C:12]2[CH:13]=[CH:14][C:15]([F:18])=[CH:16][CH:17]=2)[C:9]2[C:8](=[O:19])[N:7]([CH2:20][CH2:21][CH2:22][OH:23])[C:6](=[O:30])[N:5]([CH3:31])[C:4]=2[N:3]=1. Procedure details: To a solution of 8-bromo-7-(4-fluorobenzyl)-3-methyl-1-(3-(tetrahydro-2H-pyran-2-yloxy)propyl)-1H-purine-2,6(3H,7H)-dione (26 g, 52.5 mmol) in ethanol (500 mL) was added concentrated HCl (50 mL) and the mixture was stirred at room temperature for 1 h. The mixture was concentrated to half its volume and the product precipitated. The solids were collected and washed with water and ethanol; then dried under vacuum to give 8-bromo-7-(4-fluorobenzyl)-1-(3-hydroxypropyl)-3-methyl-1H-purine-2,6(3H,7H)-...